Dataset: the Open Reaction Database (ORD), a public repository of structured organic reaction records. Task: describe an organic reaction: reactants, conditions, products, and yield Reactants: ClC1=C(C(=O)NN)C=CC=C1 (2-Chlorobenzhydrazide), CC1=CC=C(C(=O)Cl)C=C1 (4-methylbenzoyl chloride). Run in [OH-].[Na+] (sodium hydroxide). The product is ClC1=C(C(=O)NNC(C2=CC=C(C=C2)C)=O)C=CC=C1 (N-(2-chlorobenzoyl)-N'-(4-Methylbenzoyl)hydrazine). The yield is 45.7%. As a reaction SMILES: [Cl:1][C:2]1[CH:11]=[CH:10][CH:9]=[CH:8][C:3]=1[C:4]([NH:6][NH2:7])=[O:5].[CH3:12][C:13]1[CH:21]=[CH:20][C:16]([C:17](Cl)=[O:18])=[CH:15][CH:14]=1>[OH-].[Na+]>[Cl:1][C:2]1[CH:11]=[CH:10][CH:9]=[CH:8][C:3]=1[C:4]([NH:6][NH:7][C:17](=[O:18])[C:16]1[CH:20]=[CH:21][C:13]([CH3:12])=[CH:14][CH:15]=1)=[O:5] |f:2.3|. Reported procedure: 2-Chlorobenzhydrazide (38.8 g) was dissolved in sodium hydroxide solution (9.18 g in 125 ml water). The solution was stirred and 4-methylbenzoyl chloride (35.2 g) added dropwise. The mixture was then stirred for 2 hours and the solid which precipitated was filtered off, washed with water and recrystallised from ethanol to give 30.0 g of the desired product, mp 204°-206° C. Starting materials: ClCCl, CC(C)(C)OC(=O)N1CCCC1C(=O)NC(=O)C(F)(F)F, O=C(O)C(F)(F)F. The product is O=C(NC(=O)C(F)(F)F)C1CCCN1. RXN SMILES: [Cl:29][CH2:30][Cl:31].[F:8][C:9]([C:10](=[O:11])[NH:12][C:13](=[O:14])[CH:15]1[N:16]([C:20]([O:21][C:22]([CH3:23])([CH3:24])[CH3:25])=[O:26])[CH2:17][CH2:18][CH2:19]1)([F:27])[F:28].[OH:1][C:2]([C:3]([F:4])([F:5])[F:6])=[O:7]>>[F:8][C:9]([C:10](=[O:11])[NH:12][C:13](=[O:14])[CH:15]1[NH:16][CH2:17][CH2:18][CH2:19]1)([F:27])[F:28]. Starting materials: CCN(CC)S(=O)(=O)CCCCCCCl, CCN(C(C)C)C(C)C, Clc1ccc(C(c2ccccc2)N2CCNCC2)cc1. Product: CCN(CC)S(=O)(=O)CCCCCCN1CCN(C(c2ccccc2)c2ccc(Cl)cc2)CC1. As a reaction SMILES: [CH2:21]([CH3:22])[N:23]([S:24](=[O:25])(=[O:26])[CH2:27][CH2:28][CH2:29][CH2:30][CH2:31][CH2:32][Cl:33])[CH2:34][CH3:35].[CH2:36]([N:37]([CH:38]([CH3:39])[CH3:40])[CH:41]([CH3:42])[CH3:43])[CH3:44].[Cl:1][c:2]1[cH:3][cH:4][c:5]([CH:8]([N:9]2[CH2:10][CH2:11][NH:12][CH2:13][CH2:14]2)[c:15]2[cH:16][cH:17][cH:18][cH:19][cH:20]2)[cH:6][cH:7]1>>[Cl:1][c:2]1[cH:3][cH:4][c:5]([CH:8]([N:9]2[CH2:10][CH2:11][N:12]([CH2:32][CH2:31][CH2:30][CH2:29][CH2:28][CH2:27][S:24]([N:23]([CH2:21][CH3:22])[CH2:34][CH3:35])(=[O:25])=[O:26])[CH2:13][CH2:14]2)[c:15]2[cH:16][cH:17][cH:18][cH:19][cH:20]2)[cH:6][cH:7]1. Starting materials: CO, Clc1ncc(I)c(Cl)n1, O. The product is COc1nc(Cl)ncc1I. Reaction SMILES: [CH3:11][OH:12].[I:1][c:2]1[c:3]([Cl:9])[n:4][c:5]([Cl:8])[n:6][cH:7]1.[OH2:10]>>[I:1][c:2]1[c:3]([O:10][CH3:11])[n:4][c:5]([Cl:8])[n:6][cH:7]1. The reactants are ( 6 ), C(C=C)OC(=O)N1[C@@H](C[C@H](C1)O)CO[Si](C)(C)C(C)(C)C ((2S,4R)-N-(Allyloxycarbonyl)-2-(tert-butyidimethylsilyloxymethyl)-4-hydroxypyrrolidine), O[C@@H]1N(C2=C(C(N3[C@H]1CC(C3)=C)=O)C=C(C=C2)I)NC(=O)OCC(Cl)(Cl)Cl ((11S,11aS)-11-Hydroxy-7-iodo-2-methylidene-10-(2,2,2-trichloroethyloxycarbonylamino)-1,2,3,10,11,11a-hexahydro-5H-pyrrolo[2,1-c][1,4]benzodiazepin-5-one), ( 6 ), 042,CHCl3, CH3 Si, C(C1=CC=CC=C1)OC(=O)N1[C@@H](C[C@H](C1)O)CO[Si](C)(C)C(C)(C)C ((2S,4R)-N-Benzoxycarbonyl-2-t-butyidimethylsilyloxymethyl-4-hydroxypyrrolidine). Reagents/catalysts: [Pd] (Pd/C). Solvent: C(C)(=O)OCC (ethyl acetate), C(C)O (ethanol). Product: [Si](C)(C)(C(C)(C)C)OC[C@H]1NC[C@@H](C1)O ((2S,4R)-2-t-butyldimethylsilyloxymethyl-4-hydroxypyrrolidine). As a reaction SMILES: C(OC([N:11]1[CH2:15][C@H:14]([OH:16])[CH2:13][C@H:12]1[CH2:17][O:18][Si:19]([C:22]([CH3:25])([CH3:24])[CH3:23])([CH3:21])[CH3:20])=O)C1C=CC=CC=1.O[C@H]1[C@@H]2CC(=C)CN2C(=O)C2C=C(I)C=CC=2N1NC(OCC(Cl)(Cl)Cl)=O.C(OC(N1C[C@H](O)C[C@H]1CO[Si](C(C)(C)C)(C)C)=O)C=C>C(OCC)(=O)C.C(O)C.[Pd]>[Si:19]([O:18][CH2:17][C@@H:12]1[CH2:13][C@@H:14]([OH:16])[CH2:15][NH:11]1)([C:22]([CH3:25])([CH3:24])[CH3:23])([CH3:21])[CH3:20]. Procedure: A slurry of 10% Pd/C (190 mg) in ethyl acetate (20 mL) was added to a solution of TBDMS ether (43) (1.90 g, 5.19 mmol) in ethanol (100 mL). The reaction mixture was hydrogenated (Parr apparatus) for 16 h. The catalyst was removed by vacuum filtration through Celite and excess solvent was evaporated under reduced pressure to give a yellow oil in quantitative yield (1.20 g, 100%). [α]22.2D=+35.6° (c 0.042,CHCl3). 1H NMR (CDCl3): δ −(0.07-0.08) (m, 6H, H1=, H2=), 0.82 (s, 9H, H3=, H4=, H5=), 1.68-1... Reactants: CS(=O)(=O)C=1C=C2C(=NC1)NC(=C2)C2=NC=CC=C2 (5-methanesulfonyl-2-(2-pyridyl)-1H-pyrrolo[2,3-b]pyridine), FC1=CC=C(CBr)C=C1 (p-Fluorobenzyl bromide), C(O)([O-])=O.[Na+] (sodium hydrogencarbonate). The solvent is CN(C=O)C (N,N-dimethylformamide), [H-].[Na+] (sodium hydride). Run at time 15 minute. Product: CS(=O)(=O)C=1C=C2C(=NC1)N(C(=C2)C2=NC=CC=C2)CC2=CC=C(C=C2)F (5-methanesulfonyl-2-(2-pyridyl)-1-(4-fluorobenzyl)-1H-pyrrolo[2,3-b]pyridine). As a reaction SMILES: [CH3:1][S:2]([C:5]1[CH:6]=[C:7]2[CH:13]=[C:12]([C:14]3[CH:19]=[CH:18][CH:17]=[CH:16][N:15]=3)[NH:11][C:8]2=[N:9][CH:10]=1)(=[O:4])=[O:3].[F:20][C:21]1[CH:28]=[CH:27][C:24]([CH2:25]Br)=[CH:23][CH:22]=1.C(=O)([O-])O.[Na+]>CN(C)C=O.[H-].[Na+]>[CH3:1][S:2]([C:5]1[CH:6]=[C:7]2[CH:13]=[C:12]([C:14]3[CH:19]=[CH:18][CH:17]=[CH:16][N:15]=3)[N:11]([CH2:25][C:24]3[CH:27]=[CH:28][C:21]([F:20])=[CH:22][CH:23]=3)[C:8]2=[N:9][CH:10]=1)(=[O:4])=[O:3] |f:2.3,5.6|. Reported procedure: To a solution of the compound obtained in Example 5 (4) (2.3 mg) in N,N-dimethylformamide (0.5 ml), 60% sodium hydride. (0.5 mg) was added at 0° C. and the mixture was stirred at the same temperature for 15 minutes. p-Fluorobenzyl bromide. (2.4 mg) was then added thereto at 0° C. and the mixture was stirred at 15 to 30° C. for 1 hour. The reaction solution was poured into a saturated aqueous sodium hydrogencarbonate solution, extracted with toluene, dried over anhydrous sodium sulfate, filtered ... Reactants: C1(=CC=CC=C1)/C(=C(/C=1C=C2C=NN(C2=CC1)C1OCCCC1)\C1=CC=C(C=C1)/C=C/C(=O)OCC)/CC ((E)-ethyl 3-(4-((E)-2-phenyl-1-(1-(tetrahydro-2H-pyran-2-yl)-1H-indazol-5-yl)but-1-en-1-yl)phenyl)acrylate). Run in C(C)O (ethyl alcohol), Cl (HCl). Conditions: temperature 70 celsius. Product: N1N=CC2=CC(=CC=C12)\C(=C(/CC)\C1=CC=CC=C1)\C1=CC=C(C=C1)/C=C/C(=O)OCC ((E)-Ethyl 3-(4-((E)-1-(1H-indazol-5-yl)-2-phenylbut-1-en-1-yl)phenyl)acrylate). As a reaction SMILES: [C:1]1(/[C:7](/[CH2:37][CH3:38])=[C:8](\[C:24]2[CH:29]=[CH:28][C:27](/[CH:30]=[CH:31]/[C:32]([O:34][CH2:35][CH3:36])=[O:33])=[CH:26][CH:25]=2)/[C:9]2[CH:10]=[C:11]3[C:15](=[CH:16][CH:17]=2)[N:14](C2CCCCO2)[N:13]=[CH:12]3)[CH:6]=[CH:5][CH:4]=[CH:3][CH:2]=1>C(O)C.Cl>[NH:14]1[C:15]2[C:11](=[CH:10][C:9](/[C:8](/[C:24]3[CH:25]=[CH:26][C:27](/[CH:30]=[CH:31]/[C:32]([O:34][CH2:35][CH3:36])=[O:33])=[CH:28][CH:29]=3)=[C:7](/[C:1]3[CH:6]=[CH:5][CH:4]=[CH:3][CH:2]=3)\[CH2:37][CH3:38])=[CH:17][CH:16]=2)[CH:12]=[N:13]1. Procedure details: To a solution of (E)-ethyl 3-(4-((E)-2-phenyl-1-(1-(tetrahydro-2H-pyran-2-yl)-1H-indazol-5-yl)but-1-en-1-yl)phenyl)acrylate (3.5 g, 6.9 mmol) in ethyl alcohol (69 mL), HCl (6 mL, 2M in diethyl ether) was added at room temperature. The resulting mixture was then heated at 70° C. for 2 h. Upon completion, the mixture was cooled down to room temperature and concentrated to give the crude product. This crude material was purified on a silica gel column eluted with 0-100% ethyl acetate in hexanes aff... Reactants: CC(C)(C)n1ncc(S)c(Cl)c1=O, CC(C)(C)c1ccc(CCl)cc1, CN(C)C=O, [Na+], [Na+], O=C([O-])[O-]. Product: CC(C)(C)c1ccc(CSc2cnn(C(C)(C)C)c(=O)c2Cl)cc1. RXN SMILES: [C:1]([CH3:2])([CH3:3])([CH3:4])[n:5]1[n:6][cH:7][c:8]([SH:13])[c:9]([Cl:12])[c:10]1=[O:11].[C:20]([CH3:21])([CH3:22])([CH3:23])[c:24]1[cH:25][cH:26][c:27]([CH2:28][Cl:29])[cH:30][cH:31]1.[CH3:32][N:33]([CH3:34])[CH:35]=[O:36].[Na+:14].[Na+:15].[O-:16][C:17](=[O:18])[O-:19]>>[C:1]([CH3:2])([CH3:3])([CH3:4])[n:5]1[n:6][cH:7][c:8]([S:13][CH2:28][c:27]2[cH:26][cH:25][c:24]([C:20]([CH3:21])([CH3:22])[CH3:23])[cH:31][cH:30]2)[c:9]([Cl:12])[c:10]1=[O:11]. Starting materials: CC1=C(C=CC=C1)O (2-methylphenol), COC(COC1=C(C=C(C=C1)SC#N)C)=O ((2-Methyl-4-thiocyanato-phenoxy)-acetic acid methyl ester), COC(COC1=C(C=C(C=C1)SC#N)C)=O ((2-Methyl-4-thiocyanato-phenoxy)-acetic acid methyl ester). Yields the product C1(=CC=C(C=C1)CSC1=CC(=C(OCC(=O)O)C=C1)C)C1=CC=CC=C1 ([4-(Biphenyl-4-ylmethylsulfanyl)-2-methyl-phenoxy]-acetic acid). Reaction SMILES: [CH3:1][C:2]1[CH:7]=[CH:6][CH:5]=[CH:4][C:3]=1O.C[O:10][C:11](=[O:24])[CH2:12][O:13][C:14]1[CH:19]=[CH:18][C:17]([S:20][C:21]#N)=[CH:16][C:15]=1[CH3:23]>>[C:2]1([C:1]2[CH:6]=[CH:7][CH:2]=[CH:3][CH:4]=2)[CH:7]=[CH:6][C:5]([CH2:21][S:20][C:17]2[CH:18]=[CH:19][C:14]([O:13][CH2:12][C:11]([OH:10])=[O:24])=[C:15]([CH3:23])[CH:16]=2)=[CH:4][CH:3]=1. Reported procedure: The title compound was prepared in a manner analogous to Example 1B from 2-methylphenol. 400 MHz 1H NMR (DMSO-d6) δ 10.09 (s, 1H), 7.36 (s, 1H), 7.30 (d, 1H, J=8.1 Hz), 6.83 (d, 1H, J=8.1 Hz), 2.08 (s, 3H); MS m/z 166 (M+1). Step 2. Preparation of (2-Methyl-4-thiocyanato-phenoxy)-acetic acid methyl ester (Compound 2B) Starting materials: ClCCl, O=[Cr](=O)([O-])Cl, COc1ccc(OC)c2c1CCC(O)C2, c1cc[nH+]cc1. Yields the product COc1ccc(OC)c2c1CCC(=O)C2. As a reaction SMILES: [CH2:27]([Cl:28])[Cl:29].[O:16]=[Cr:17]([Cl:18])([O-:19])=[O:20].[OH:1][CH:2]1[CH2:3][c:4]2[c:5]([O:14][CH3:15])[cH:6][cH:7][c:8]([O:12][CH3:13])[c:9]2[CH2:10][CH2:11]1.[nH+:21]1[cH:22][cH:23][cH:24][cH:25][cH:26]1>>[O:1]=[C:2]1[CH2:3][c:4]2[c:5]([O:14][CH3:15])[cH:6][cH:7][c:8]([O:12][CH3:13])[c:9]2[CH2:10][CH2:11]1.